Dataset: the Open Reaction Database (ORD), a public repository of structured organic reaction records. Task: describe an organic reaction: reactants, conditions, products, and yield Reactants: CCOCC, ClCCl, O=C(N=NC(=O)N1CCCCC1)N1CCCCC1, COC(=O)CCc1ccc(O)cc1, OCCCCCc1ccccc1, c1ccc(P(c2ccccc2)c2ccccc2)cc1. Yields the product COC(=O)CCc1ccc(OCCCCCc2ccccc2)cc1. Reaction SMILES: [CH3:63][CH2:64][O:65][CH2:66][CH3:67].[Cl:68][CH2:69][Cl:70].[N:45]([C:46]([N:47]1[CH2:48][CH2:49][CH2:50][CH2:51][CH2:52]1)=[O:53])=[N:54][C:55]([N:56]1[CH2:57][CH2:58][CH2:59][CH2:60][CH2:61]1)=[O:62].[OH:13][c:14]1[cH:15][cH:16][c:17]([CH2:20][CH2:21][C:22](=[O:23])[O:24][CH3:25])[cH:18][cH:19]1.[c:1]1([CH2:7][CH2:8][CH2:9][CH2:10][CH2:11][OH:12])[cH:2][cH:3][cH:4][cH:5][cH:6]1.[c:26]1([P:27]([c:28]2[cH:29][cH:30][cH:31][cH:32][cH:33]2)[c:34]2[cH:35][cH:36][cH:37][cH:38][cH:39]2)[cH:40][cH:41][cH:42][cH:43][cH:44]1>>[c:1]1([CH2:7][CH2:8][CH2:9][CH2:10][CH2:11][O:12][c:14]2[cH:15][cH:16][c:17]([CH2:20][CH2:21][C:22](=[O:23])[O:24][CH3:25])[cH:18][cH:19]2)[cH:2][cH:3][cH:4][cH:5][cH:6]1.